Dataset: the Open Reaction Database (ORD), a public repository of structured organic reaction records. Task: describe an organic reaction: reactants, conditions, products, and yield Reactants: CC=1N=CSC1C(=O)Cl (4-methylthiazole-5-carbonyl chloride), NC1=NC(=NC2=CC(=C(C=C12)OC)OC)N1CCNCC1 (4-amino-6,7-dimethyoxy-2-(1-piperazinyl)quinazoline). Reported procedure: The title compound was prepared from 4-methylthiazole-5-carbonyl chloride (1.1 g.) and 4-amino-6,7-dimethyoxy-2-(1-piperazinyl)quinazoline (2.0 g.) following previously described procedures. The product had a m.p. of 293°-295° C. with decomposition. The product is Cl.NC1=NC(=NC2=CC(=C(C=C12)OC)OC)N1CCN(CC1)C(=O)C1=C(N=CS1)C (4-Amino-6,7-dimethoxy-2-[4-(4-methylthiazole-5-carbonyl)-piperazin-1-yl]quinazoline Hydrochloride). Reaction SMILES: [CH3:1][C:2]1[N:3]=[CH:4][S:5][C:6]=1[C:7]([Cl:9])=[O:8].[NH2:10][C:11]1[C:20]2[C:15](=[CH:16][C:17]([O:23][CH3:24])=[C:18]([O:21][CH3:22])[CH:19]=2)[N:14]=[C:13]([N:25]2[CH2:30][CH2:29][NH:28][CH2:27][CH2:26]2)[N:12]=1>>[ClH:9].[NH2:10][C:11]1[C:20]2[C:15](=[CH:16][C:17]([O:23][CH3:24])=[C:18]([O:21][CH3:22])[CH:19]=2)[N:14]=[C:13]([N:25]2[CH2:30][CH2:29][N:28]([C:7]([C:6]3[S:5][CH:4]=[N:3][C:2]=3[CH3:1])=[O:8])[CH2:27][CH2:26]2)[N:12]=1 |f:2.3|. Starting materials: C(C)OC1=CC2=C(C(=NCC(N2C)=O)C2=CC=CC=C2)C=C1OC (8-ethoxy-7-methoxy-1-methyl-5-phenyl-1,3-dihydro-2H-1,4-benzodiazepin-2-one), [N+](=O)([O-])C1=C(CBr)C=CC=C1 (2-nitrobenzyl bromide), BrCC=1C=C(C#N)C=CC1 (3-bromomethyl-benzonitrile). Product: C(C)OC1=CC2=C(C(=NC(C(N2C)=O)CC=2C=C(C#N)C=CC2)C2=CC=CC=C2)C=C1OC (3-[(8-ethoxy-7-methoxy-1-methyl-2-oxo-5-phenyl-2,3-dihydro-1H-1,4-benzodiazepin-3-yl)methyl]benzonitrile). Yield: 35.0%. As a reaction SMILES: [CH2:1]([O:3][C:4]1[C:22]([O:23][CH3:24])=[CH:21][C:7]2[C:8]([C:15]3[CH:20]=[CH:19][CH:18]=[CH:17][CH:16]=3)=[N:9][CH2:10][C:11](=[O:14])[N:12]([CH3:13])[C:6]=2[CH:5]=1)[CH3:2].[N+](C1C=CC=CC=1CBr)([O-])=O.Br[CH2:37][C:38]1[CH:39]=[C:40]([CH:43]=[CH:44][CH:45]=1)[C:41]#[N:42]>>[CH2:1]([O:3][C:4]1[C:22]([O:23][CH3:24])=[CH:21][C:7]2[C:8]([C:15]3[CH:20]=[CH:19][CH:18]=[CH:17][CH:16]=3)=[N:9][CH:10]([CH2:37][C:38]3[CH:39]=[C:40]([CH:43]=[CH:44][CH:45]=3)[C:41]#[N:42])[C:11](=[O:14])[N:12]([CH3:13])[C:6]=2[CH:5]=1)[CH3:2]. Procedure: By replacing 1-ethyl-7,8-dimethoxy-5-phenyl-1,3-dihydro-2H-1,4-benzodiazepin-2-one (IIbd) in example IIbh by 8-ethoxy-7-methoxy-1-methyl-5-phenyl-1,3-dihydro-2H-1,4-benzodiazepin-2-one (IIIda), and 2-nitrobenzyl bromide by 3-bromomethyl-benzonitrile, and proceeding in the same manner, the abovenamed product is obtained. Yield: 35%. M: 148–150° C. 1H-NMR (CDCl3, 200 MHz): d 1.53 (s, 3H, CH3), 3.40 (s, 3H, NCH3), 3.58–3.62 (m, 2H, 1H —CH2Ph+CH), 3.72 (s, 3H, OCH3), 3.75–3.80 (m, 1H CH2Ph), 4.17 (q... The reactants are Cc1oncc1C(=O)O, CNc1ccc(Cc2nc3c([nH]2)c(=O)n(Cc2ccccc2F)c(=O)n3CC2CC2)cc1, O=C1CCC(=O)N1Cl, ClCCl, c1ccc(P(c2ccccc2)c2ccccc2)cc1. The product is Cc1oncc1C(=O)N(C)c1ccc(Cc2nc3c([nH]2)c(=O)n(Cc2ccccc2F)c(=O)n3CC2CC2)cc1. RXN SMILES: [CH3:1][c:2]1[c:3]([C:7](=[O:8])[OH:9])[cH:4][n:5][o:6]1.[CH:37]1([CH2:40][n:41]2[c:42](=[O:68])[n:43]([CH2:60][c:61]3[c:62]([F:67])[cH:63][cH:64][cH:65][cH:66]3)[c:44](=[O:59])[c:45]3[nH:46][c:47]([CH2:50][c:51]4[cH:52][cH:53][c:54]([NH:57][CH3:58])[cH:55][cH:56]4)[n:48][c:49]23)[CH2:38][CH2:39]1.[Cl:29][N:30]1[C:31](=[O:32])[CH2:33][CH2:34][C:35]1=[O:36].[Cl:69][CH2:70][Cl:71].[c:10]1([P:11]([c:12]2[cH:13][cH:14][cH:15][cH:16][cH:17]2)[c:18]2[cH:19][cH:20][cH:21][cH:22][cH:23]2)[cH:24][cH:25][cH:26][cH:27][cH:28]1>>[CH3:1][c:2]1[c:3]([C:7](=[O:9])[N:57]([c:54]2[cH:53][cH:52][c:51]([CH2:50][c:47]3[nH:46][c:45]4[c:44](=[O:59])[n:43]([CH2:60][c:61]5[c:62]([F:67])[cH:63][cH:64][cH:65][cH:66]5)[c:42](=[O:68])[n:41]([CH2:40][CH:37]5[CH2:38][CH2:39]5)[c:49]4[n:48]3)[cH:56][cH:55]2)[CH3:58])[cH:4][n:5][o:6]1. Reactants: C=CCN1CC(C)N(C(c2cccc(O)c2)c2cccc(C(=O)N3CCC(C(=O)OCC)CC3)c2)CC1C, C1CCOC1, Cl, [Na+], [OH-]. The product is C=CCN1CC(C)N(C(c2cccc(O)c2)c2cccc(C(=O)N3CCC(C(=O)O)CC3)c2)CC1C. As a reaction SMILES: [CH2:1]([CH3:2])[O:3][C:4](=[O:5])[CH:6]1[CH2:7][CH2:8][N:9]([C:12]([c:13]2[cH:14][c:15]([CH:19]([c:20]3[cH:21][c:22]([OH:26])[cH:23][cH:24][cH:25]3)[N:27]3[CH:28]([CH3:37])[CH2:29][N:30]([CH2:34][CH:35]=[CH2:36])[CH:31]([CH3:33])[CH2:32]3)[cH:16][cH:17][cH:18]2)=[O:38])[CH2:10][CH2:11]1.[CH2:42]1[O:43][CH2:44][CH2:45][CH2:46]1.[ClH:41].[Na+:40].[OH-:39]>>[O:3]=[C:4]([OH:5])[CH:6]1[CH2:7][CH2:8][N:9]([C:12]([c:13]2[cH:14][c:15]([CH:19]([c:20]3[cH:21][c:22]([OH:26])[cH:23][cH:24][cH:25]3)[N:27]3[CH:28]([CH3:37])[CH2:29][N:30]([CH2:34][CH:35]=[CH2:36])[CH:31]([CH3:33])[CH2:32]3)[cH:16][cH:17][cH:18]2)=[O:38])[CH2:10][CH2:11]1. The reactants are ClC1=CC(=C(N=N1)NN)C(=O)O (6-chloro-3-hydrazinylpyridazine-4-carboxylic acid), CC(=O)O (AcOH). Run at temperature 100 celsius. Product: ClC=1C=C(C=2N(N1)C(=NN2)C)C(=O)O (6-chloro-3-methyl-[1,2,4]triazolo[4,3-b]pyridazine-8-carboxylic acid). Isolated yield 73.0%. RXN SMILES: [Cl:1][C:2]1[N:7]=[N:6][C:5]([NH:8][NH2:9])=[C:4]([C:10]([OH:12])=[O:11])[CH:3]=1.[CH3:13][C:14](O)=O>>[Cl:1][C:2]1[CH:3]=[C:4]([C:10]([OH:12])=[O:11])[C:5]2[N:6]([C:13]([CH3:14])=[N:9][N:8]=2)[N:7]=1. Reported procedure: A suspension of 6-chloro-3-hydrazinylpyridazine-4-carboxylic acid (4.8 g; crude product) in AcOH (100 mL) was heated at 100° C. for 3 h. The mixture was cooled to room temperature and concentrated to remove the solvent. Then the residue was washed by petroleum ether (50 mL) and recrystallized from MeOH to give the pure 6-chloro-3-methyl-[1,2,4]triazolo[4,3-b]pyridazine-8-carboxylic acid (4.0 g, 73% yield over two steps). 1H NMR (300 MHz, DMSO-d6): δ 7.2 (s, 1H), 2.66 (s, 3H). LRMS [M+H]+: 212 m/... Starting materials: C1(CCC1)OC=1C2=C(N=C(N1)NC1=C(C=C(C(=O)NC3COC3)C=C1)OC)N(C=C2C2=CC=C(C=C2)C(NC)=O)COCC[Si](C)(C)C (4-((4-Cyclobutoxy-5-(4-(methylcarbamoyl)phenyl)-7-((2-(trimethylsilyl)ethoxy)methyl)-7H-pyrrolo[2,3-d]pyrimidin-2-yl)amino)-3-methoxy-N-(oxetan-3-yl)benzamide), C1(=CC=CC=C1)P(C1=C(C2=CC=CC=C2C=C1)C1=C(C=CC2=CC=CC=C12)P(C1=CC=CC=C1)C1=CC=CC=C1)C1=CC=CC=C1 (2,2′-bis-diphenylphosphanyl-[1,1′]binaphthalenyl), ClC=1N=C(C2=C(N1)N(C=C2C2=CC=C(C(=O)NC)C=C2)COCC[Si](C)(C)C)OC2CCC2 (4-(2-chloro-4-cyclobutoxy-7-((2-(trimethylsilyl)ethoxy)methyl)-7H-pyrrolo[2,3-d]pyrimidin-5-yl)-N-methylbenzamide), NC1=C(C=C(C(=O)NC2COC2)C=C1)OC (4-amino-3-methoxy-N-(oxetan-3-yl)benzamide), C([O-])([O-])=O.[Cs+].[Cs+] (cesium carbonate). The reagents and catalysts are C(C)(=O)[O-].[Pd+2].C(C)(=O)[O-] (palladium acetate). Solvent: O1CCOCC1 (1,4-dioxane). Run at temperature 100 celsius, time 2 hour. The product is C1(CCC1)OC=1C2=C(N=C(N1)NC1=C(C=C(C(=O)NC3COC3)C=C1)OC)NC=C2C2=CC=C(C=C2)C(NC)=O (4-((4-Cyclobutoxy-5-(4-(methylcarbamoyl)phenyl)-7H-pyrrolo[2,3-d]pyrimidin-2-yl)amino)-3-methoxy-N-(oxetan-3-yl)benzamide). As a reaction SMILES: [CH:1]1([O:5][C:6]2[C:7]3[C:30]([C:31]4[CH:36]=[CH:35][C:34]([C:37](=[O:40])[NH:38][CH3:39])=[CH:33][CH:32]=4)=[CH:29][N:28](COCC[Si](C)(C)C)[C:8]=3[N:9]=[C:10]([NH:12][C:13]3[CH:25]=[CH:24][C:16]([C:17]([NH:19][CH:20]4[CH2:23][O:22][CH2:21]4)=[O:18])=[CH:15][C:14]=3[O:26][CH3:27])[N:11]=2)[CH2:4][CH2:3][CH2:2]1.ClC1N=C(OC2CCC2)C2C(C3C=CC(C(NC)=O)=CC=3)=CN(COCC[Si](C)(C)C)C=2N=1.NC1C=CC(C(NC2COC2)=O)=CC=1OC.C(=O)([O-])[O-].[Cs+].[Cs+].C1(P(C2C=CC=CC=2)C2C=CC3C(=CC=CC=3)C=2C2C3C(=CC=CC=3)C=CC=2P(C2C=CC=CC=2)C2C=CC=CC=2)C=CC=CC=1>O1CCOCC1.C([O-])(=O)C.[Pd+2].C([O-])(=O)C>[CH:1]1([O:5][C:6]2[C:7]3[C:30]([C:31]4[CH:32]=[CH:33][C:34]([C:37](=[O:40])[NH:38][CH3:39])=[CH:35][CH:36]=4)=[CH:29][NH:28][C:8]=3[N:9]=[C:10]([NH:12][C:13]3[CH:25]=[CH:24][C:16]([C:17]([NH:19][CH:20]4[CH2:23][O:22][CH2:21]4)=[O:18])=[CH:15][C:14]=3[O:26][CH3:27])[N:11]=2)[CH2:4][CH2:3][CH2:2]1 |f:3.4.5,8.9.10|. Procedure details: 4-((4-Cyclobutoxy-5-(4-(methylcarbamoyl)phenyl)-7-((2-(trimethylsilyl)ethoxy)methyl)-7H-pyrrolo[2,3-d]pyrimidin-2-yl)amino)-3-methoxy-N-(oxetan-3-yl)benzamide. To a degassed mixture of 4-(2-chloro-4-cyclobutoxy-7-((2-(trimethylsilyl)ethoxy)methyl)-7H-pyrrolo[2,3-d]pyrimidin-5-yl)-N-methylbenzamide (1 equiv), 4-amino-3-methoxy-N-(oxetan-3-yl)benzamide (1.1 equiv) and cesium carbonate (3 equiv) in 1,4-dioxane (0.09 M) was added palladium acetate (0.1 equiv) and 2,2′-bis-diphenylphosphanyl-[1,1′]bi... The reactants are C(C)OCC (diethyl ether), ClCC=1OC2=C(N1)C=CC(=C2)[N+](=O)[O-] (2-chloromethyl-6-nitrobenzoxazole), N1CCCC1 (pyrrolidine), C([O-])([O-])=O.[K+].[K+] (potassium carbonate). Run in CN(C)C=O (DMF), O (water). Reaction conditions: temperature 50 celsius, time 12 hour. The product is [N+](=O)([O-])C1=CC2=C(N=C(O2)CN2CCCC2)C=C1 (6-nitro-2-(pyrrolidin-1-ylmethyl)benzoxazole). As a reaction SMILES: Cl[CH2:2][C:3]1[O:4][C:5]2[CH:11]=[C:10]([N+:12]([O-:14])=[O:13])[CH:9]=[CH:8][C:6]=2[N:7]=1.[NH:15]1[CH2:19][CH2:18][CH2:17][CH2:16]1.C(=O)([O-])[O-].[K+].[K+].C(OCC)C>CN(C=O)C.O>[N+:12]([C:10]1[CH:9]=[CH:8][C:6]2[N:7]=[C:3]([CH2:2][N:15]3[CH2:19][CH2:18][CH2:17][CH2:16]3)[O:4][C:5]=2[CH:11]=1)([O-:14])=[O:13] |f:2.3.4|. Procedure details: A reaction mixture of 3.00 g (14.1 mmol) of 2-chloromethyl-6-nitrobenzoxazole (VIII.1.a), 1.50 mL (18.0 mmol) of pyrrolidine, and 3.90 g (28.2 mmol) of potassium carbonate in 30 mL of DMF is stirred for 12 hours at 50° C. After this time, the mixture is diluted with water and covered with diethyl ether. The precipitate formed is filtered off and dried at 80° C. Yield: 1.80 g (52% of theory); C12H13N3O3; EII mass spectrum: m/z=248 [M+H]+. The reactants are CC=1C2=C(C=3C(NC(=NC3C1)NC(C(C)(C)C)=O)=O)C=CC=C2 (N-(6-methyl-1,2-dihydro-1-oxobenzo[f]quinazolin-3-yl)pivalamide), BrN1C(CCC1=O)=O (N-bromosuccinimide), C(C1=CC=CC=C1)(=O)OOC(C1=CC=CC=C1)=O (dibenzoyl peroxide). The solvent is C1=CC=CC=C1 (benzene). Product: BrCC=1C2=C(C=3C(NC(=NC3C1)NC(C(C)(C)C)=O)=O)C=CC=C2 (N-(6-(bromomethyl)-1,2-dihydro-1-oxobenzo[f]quinazolin-3-yl)pivalamide). As a reaction SMILES: [CH3:1][C:2]1[C:3]2[CH:23]=[CH:22][CH:21]=[CH:20][C:4]=2[C:5]2[C:6](=[O:19])[NH:7][C:8]([NH:12][C:13](=[O:18])[C:14]([CH3:17])([CH3:16])[CH3:15])=[N:9][C:10]=2[CH:11]=1.[Br:24]N1C(=O)CCC1=O.C(OOC(=O)C1C=CC=CC=1)(=O)C1C=CC=CC=1>C1C=CC=CC=1>[Br:24][CH2:1][C:2]1[C:3]2[CH:23]=[CH:22][CH:21]=[CH:20][C:4]=2[C:5]2[C:6](=[O:19])[NH:7][C:8]([NH:12][C:13](=[O:18])[C:14]([CH3:17])([CH3:15])[CH3:16])=[N:9][C:10]=2[CH:11]=1. Procedure: To a solution of N-(6-methyl-1,2-dihydro-1-oxobenzo[f]quinazolin-3-yl)pivalamide (1.76 g, 5.7 mmoles) in dry benzene (150 ml) was added N-bromosuccinimide (1.01 g, 5.7 mmoles) and dibenzoyl peroxide (15 mg). The mixture was heated to reflux under a nitrogen atmosphere for 2.5 hours. After cooling, benzene was removed under reduced pressure, and the residue was purified on a silica gel column eluting with chloroform to give N-(6-(bromomethyl)-1,2-dihydro-1-oxobenzo[f]quinazolin-3-yl)pivalamide as... Reported procedure: To a solution of 0.094 g (0.94 mmol) of 4-aminotetrahydropyran and 0.48 g (0.94 mmol) of (S)-3-(4-methoxy-phenyl)-2-{[(S)-1-(3-trifluoromethyl-benzenesulfonyl)-piperidine-2-carbonyl]-amino}-propionic acid in 50 ml of dichloromethane was added 0.079 g (0.94 mmol) of sodium bicarbonate followed by 0.128 g (0.94 mmol) of HOAT and 0.179 g (0.94 mmol) of EDCI. The mixture was stirred at room temperature for 17 hours after which it was washed with brine and purified by flash chromatography on silica g... Yield: 88.3%. The reactants are C1=CC2=C(N=C1)N(N=N2)O (HOAT), CCN=C=NCCCN(C)C (EDCI), NC1CCOCC1 (4-aminotetrahydropyran), COC1=CC=C(C=C1)C[C@@H](C(=O)O)NC(=O)[C@H]1N(CCCC1)S(=O)(=O)C1=CC(=CC=C1)C(F)(F)F ((S)-3-(4-methoxy-phenyl)-2-{[(S)-1-(3-trifluoromethyl-benzenesulfonyl)-piperidine-2-carbonyl]-amino}-propionic acid), C([O-])(O)=O.[Na+] (sodium bicarbonate). Product: COC1=CC=C(C=C1)C[C@@H](C(NC1CCOCC1)=O)NC(=O)[C@H]1N(CCCC1)S(=O)(=O)C1=CC(=CC=C1)C(F)(F)F ((S)-1-(3-Trifluoromethyl-benzenesulfonyl)-piperidine-2-carboxylic acid [(S)-2-(4-methoxy-phenyl)-1-(tetrahydro-pyran-4-ylcarbamoyl)-ethyl]-amide). Conditions: time 17 hour. Run in ClCCl (dichloromethane). RXN SMILES: [NH2:1][CH:2]1[CH2:7][CH2:6][O:5][CH2:4][CH2:3]1.[CH3:8][O:9][C:10]1[CH:15]=[CH:14][C:13]([CH2:16][C@H:17]([NH:21][C:22]([C@@H:24]2[CH2:29][CH2:28][CH2:27][CH2:26][N:25]2[S:30]([C:33]2[CH:38]=[CH:37][CH:36]=[C:35]([C:39]([F:42])([F:41])[F:40])[CH:34]=2)(=[O:32])=[O:31])=[O:23])[C:18](O)=[O:19])=[CH:12][CH:11]=1.C(=O)(O)[O-].[Na+].C1C=NC2N(O)N=NC=2C=1.CCN=C=NCCCN(C)C>ClCCl>[CH3:8][O:9][C:10]1[CH:11]=[CH:12][C:13]([CH2:16][C@H:17]([NH:21][C:22]([C@@H:24]2[CH2:29][CH2:28][CH2:27][CH2:26][N:25]2[S:30]([C:33]2[CH:38]=[CH:37][CH:36]=[C:35]([C:39]([F:42])([F:41])[F:40])[CH:34]=2)(=[O:32])=[O:31])=[O:23])[C:18](=[O:19])[NH:1][CH:2]2[CH2:7][CH2:6][O:5][CH2:4][CH2:3]2)=[CH:14][CH:15]=1 |f:2.3|.